This data is from the Open Reaction Database (ORD), a public repository of structured organic reaction records. The task is: describe an organic reaction: reactants, conditions, products, and yield Starting materials: C1CCOC1, CCCCC(O)c1ccc(-c2ccc(Cl)cc2)cc1, O=C(N=NC(=O)N1CCCCC1)N1CCCCC1, CCOC(=O)COc1ccc(O)cc1C. Yields the product CCCCC(Oc1ccc(OCC(=O)OCC)c(C)c1)c1ccc(-c2ccc(Cl)cc2)cc1. RXN SMILES: [CH2:53]1[O:54][CH2:55][CH2:56][CH2:57]1.[Cl:1][c:2]1[cH:3][cH:4][c:5](-[c:8]2[cH:9][cH:10][c:11]([CH:14]([CH2:15][CH2:16][CH2:17][CH3:18])[OH:19])[cH:12][cH:13]2)[cH:6][cH:7]1.[N:35]([C:36]([N:37]1[CH2:38][CH2:39][CH2:40][CH2:41][CH2:42]1)=[O:43])=[N:44][C:45]([N:46]1[CH2:47][CH2:48][CH2:49][CH2:50][CH2:51]1)=[O:52].[OH:20][c:21]1[cH:22][c:23]([CH3:34])[c:24]([O:25][CH2:26][C:27](=[O:28])[O:29][CH2:30][CH3:31])[cH:32][cH:33]1>>[Cl:1][c:2]1[cH:3][cH:4][c:5](-[c:8]2[cH:9][cH:10][c:11]([CH:14]([CH2:15][CH2:16][CH2:17][CH3:18])[O:19][c:21]3[cH:22][c:23]([CH3:34])[c:24]([O:25][CH2:26][C:27](=[O:28])[O:29][CH2:30][CH3:31])[cH:32][cH:33]3)[cH:12][cH:13]2)[cH:6][cH:7]1. Procedure details: This compound was prepared in a manner analogous to Example 87 using diethyl (4-{[4-chloro-5-(trifluoromethyl)pyrimidin-2-yl]amino}-3-methoxybenzyl)phosphonate and 7-amino-2-methyl-4-[trans-4-(4-methylpiperazin-1-yl)cyclohexyl]-2,3-dihydro-1H-isoindol-1-one. 1H NMR (CDCl3, 400 MHz): δ=1.25-1.30 (m, 6 H), 1.40-1.55 (m, 2 H), 1.62 (q, J=12.80 Hz, 2 H), 1.97 (d, J=12.63 Hz, 2 H), 2.13 (d, J=11.87 Hz, 2 H), 2.37 (s, 3 H), 2.50 (d, J=12.13 Hz, 2 H), 2.61 (br. s., 2 H), 2.77 (br. s., 3 H), 3.14-3.20 (... The product is COC=1C=C(CP(OCC)(OCC)=O)C=CC1NC1=NC=C(C(=N1)NC1=C2C(N(CC2=C(C=C1)[C@@H]1CC[C@H](CC1)N1CCN(CC1)C)C)=O)C(F)(F)F (Diethyl (3-methoxy-4-{[4-({2-methyl-7-[trans-4-(4-methylpiperazin-1-yl)cyclohexyl]-3-oxo-2,3-dihydro-1H-isoindol-4-yl}amino)-5-(trifluoromethyl)pyrimidin-2-yl]amino}benzyl)phosphonate). Reactants: ClC1=NC(=NC=C1C(F)(F)F)NC1=C(C=C(CP(OCC)(OCC)=O)C=C1)OC (diethyl (4-{[4-chloro-5-(trifluoromethyl)pyrimidin-2-yl]amino}-3-methoxybenzyl)phosphonate), NC=1C=CC(=C2CN(C(C12)=O)C)[C@@H]1CC[C@H](CC1)N1CCN(CC1)C (7-amino-2-methyl-4-[trans-4-(4-methylpiperazin-1-yl)cyclohexyl]-2,3-dihydro-1H-isoindol-1-one). RXN SMILES: Cl[C:2]1[C:7]([C:8]([F:11])([F:10])[F:9])=[CH:6][N:5]=[C:4]([NH:12][C:13]2[CH:27]=[CH:26][C:16]([CH2:17][P:18](=[O:25])([O:22][CH2:23][CH3:24])[O:19][CH2:20][CH3:21])=[CH:15][C:14]=2[O:28][CH3:29])[N:3]=1.[NH2:30][C:31]1[CH:32]=[CH:33][C:34]([C@H:42]2[CH2:47][CH2:46][C@H:45]([N:48]3[CH2:53][CH2:52][N:51]([CH3:54])[CH2:50][CH2:49]3)[CH2:44][CH2:43]2)=[C:35]2[C:39]=1[C:38](=[O:40])[N:37]([CH3:41])[CH2:36]2>>[CH3:29][O:28][C:14]1[CH:15]=[C:16]([CH:26]=[CH:27][C:13]=1[NH:12][C:4]1[N:3]=[C:2]([NH:30][C:31]2[CH:32]=[CH:33][C:34]([C@H:42]3[CH2:47][CH2:46][C@H:45]([N:48]4[CH2:53][CH2:52][N:51]([CH3:54])[CH2:50][CH2:49]4)[CH2:44][CH2:43]3)=[C:35]3[C:39]=2[C:38](=[O:40])[N:37]([CH3:41])[CH2:36]3)[C:7]([C:8]([F:11])([F:10])[F:9])=[CH:6][N:5]=1)[CH2:17][P:18](=[O:25])([O:22][CH2:23][CH3:24])[O:19][CH2:20][CH3:21]. RXN SMILES: [CH3:55][CH2:56][OH:57].[CH3:9][C:10]([O-:11])=[O:12].[ClH:54].[F:13][c:14]1[c:15](-[c:24]2[c:25]([F:31])[cH:26][c:27]([F:30])[cH:28][cH:29]2)[cH:16][cH:17][c:18]([CH:20]([CH:21]=[O:22])[CH3:23])[cH:19]1.[F:32][c:33]1[cH:34][c:35]([CH:36]([CH3:37])[C:38]([NH2:39])=[O:40])[cH:41][cH:42][c:43]1-[c:44]1[cH:45][cH:46][c:47]([F:48])[cH:49][c:50]1[F:51].[NH2:6][OH:7].[Na+:53].[Na+:8].[Ni+2:59].[O-:60][S:61](=[O:62])(=[O:63])[O-:64].[OH-:52].[OH2:58].[S:1]([OH:2])([OH:3])(=[O:4])=[O:5]>>[OH:11][C:21]([CH:20]([c:18]1[cH:17][cH:16][c:15](-[c:24]2[c:25]([F:31])[cH:26][c:27]([F:30])[cH:28][cH:29]2)[c:14]([F:13])[cH:19]1)[CH3:23])=[O:22]. The reactants are CCO, CC(=O)[O-], Cl, CC(C=O)c1ccc(-c2ccc(F)cc2F)c(F)c1, CC(C(N)=O)c1ccc(-c2ccc(F)cc2F)c(F)c1, NO, [Na+], [Na+], [Ni+2], O=S(=O)([O-])[O-], [OH-], O, O=S(=O)(O)O. Yields the product CC(C(=O)O)c1ccc(-c2ccc(F)cc2F)c(F)c1. The reactants are C(C)B(C=1C=NC=CC1)CC (Diethyl(3-pyridyl)borane), IC=1[C@]2(C)[C@@H](CC1)[C@@H]1CC=C3C[C@H](CC[C@]3(C)[C@H]1CC2)O (17-iodo-androsta-5,16-dien-3β-ol), C([O-])([O-])=O.[Na+].[Na+] (sodium carbonate). The reagents and catalysts are C1=CC=C(C=C1)P(C2=CC=CC=C2)C3=CC=CC=C3.C1=CC=C(C=C1)P(C2=CC=CC=C2)C3=CC=CC=C3.Cl[Pd]Cl (bis(triphenylphosphine)palladium (II) chloride). Solvent: C1CCOC1 (THF). Conditions: temperature 80 celsius, time 48 hour. Product: N1=CC(=CC=C1)C=1[C@]2(C)[C@@H](CC1)[C@@H]1CC=C3C[C@H](CC[C@]3(C)[C@H]1CC2)O (17-(3-Pyridyl)androsta-5,16-dien-3β-ol). RXN SMILES: C(B(CC)[C:4]1[CH:5]=[N:6][CH:7]=[CH:8][CH:9]=1)C.I[C:13]1[C@:14]2([CH2:31][CH2:30][C@H:29]3[C@@H:19]([CH2:20][CH:21]=[C:22]4[C@:27]3([CH3:28])[CH2:26][CH2:25][C@H:24]([OH:32])[CH2:23]4)[C@@H:16]2[CH2:17][CH:18]=1)[CH3:15].C(=O)([O-])[O-].[Na+].[Na+]>C1COCC1.C1C=CC(P(C2C=CC=CC=2)C2C=CC=CC=2)=CC=1.C1C=CC(P(C2C=CC=CC=2)C2C=CC=CC=2)=CC=1.Cl[Pd]Cl>[N:6]1[CH:7]=[CH:8][CH:9]=[C:4]([C:13]2[C@:14]3([CH2:31][CH2:30][C@H:29]4[C@@H:19]([CH2:20][CH:21]=[C:22]5[C@:27]4([CH3:28])[CH2:26][CH2:25][C@H:24]([OH:32])[CH2:23]5)[C@@H:16]3[CH2:17][CH:18]=2)[CH3:15])[CH:5]=1 |f:2.3.4,6.7.8|. Procedure: Diethyl(3-pyridyl)borane (3.23 g, 22 mmol) from Aldrich Chemical Co. Ltd. was added to a stirred solution of 17-iodo-androsta-5,16-dien-3β-ol (7.96 g, 20 mmol) in THF (120 ml) containing bis(triphenylphosphine)palladium (II) chloride (140 mg, 0.2 mmol). An aqueous solution of sodium carbonate (2M, 50 ml) was then added and the mixture heated, with stirring, by an oil bath at 80° C. for 48 h, and allowed to cool.